Dataset: the Open Reaction Database (ORD), a public repository of structured organic reaction records. Task: describe an organic reaction: reactants, conditions, products, and yield The reactants are CC(=O)[O-], CC(=O)[O-], CC(C)(C)[O-], Cc1c(Cl)ncnc1OC1CCN(C(=O)OC(C)C)CC1, Cc1nc(Cl)ccc1N, [Na+], C1COCCO1, [Pd+2], CC(C)(C)P(c1cccc(-c2ccccc2)c1)C(C)(C)C. The product is Cc1nc(Cl)ccc1Nc1ncnc(OC2CCN(C(=O)OC(C)C)CC2)c1C. Reaction SMILES: [C:64]([O-:65])(=[O:66])[CH3:67].[C:69]([O-:70])(=[O:71])[CH3:72].[CH3:43][C:44]([CH3:45])([O-:46])[CH3:47].[CH:1]([CH3:2])([CH3:3])[O:4][C:5](=[O:6])[N:7]1[CH2:8][CH2:9][CH:10]([O:13][c:14]2[n:15][cH:16][n:17][c:18]([Cl:21])[c:19]2[CH3:20])[CH2:11][CH2:12]1.[Cl:49][c:50]1[cH:51][cH:52][c:53]([NH2:57])[c:54]([CH3:56])[n:55]1.[Na+:48].[O:58]1[CH2:59][CH2:60][O:61][CH2:62][CH2:63]1.[Pd+2:68].[c:22]1(-[c:23]2[cH:24][cH:25][cH:26][cH:27][cH:28]2)[cH:29][cH:30][cH:31][c:32]([P:33]([C:34]([CH3:35])([CH3:36])[CH3:37])[C:38]([CH3:39])([CH3:40])[CH3:41])[cH:42]1>>[CH:1]([CH3:2])([CH3:3])[O:4][C:5](=[O:6])[N:7]1[CH2:8][CH2:9][CH:10]([O:13][c:14]2[n:15][cH:16][n:17][c:18]([NH:57][c:53]3[cH:52][cH:51][c:50]([Cl:49])[n:55][c:54]3[CH3:56])[c:19]2[CH3:20])[CH2:11][CH2:12]1.